Dataset: the Open Reaction Database (ORD), a public repository of structured organic reaction records. Task: describe an organic reaction: reactants, conditions, products, and yield Reactants: COC(=NNC(=O)OC)OC (methyl N′-dimethoxymethylenehydrazinecarboxylate), CN (methylamine), CO (methanol). Reaction conditions: time 3 day. Product: COCNC=NNC(=O)OC (methyl N′-(methoxymethylaminomethylene)hydrazinecarboxylate). The yield is 76.0%. RXN SMILES: CO[C:3](OC)=[N:4][NH:5][C:6]([O:8][CH3:9])=[O:7].[CH3:12][NH2:13].[CH3:14][OH:15]>>[CH3:14][O:15][CH2:12][NH:13][CH:3]=[N:4][NH:5][C:6]([O:8][CH3:9])=[O:7]. Procedure: 0.95 g (5.00 mmol) of methyl N′-dimethoxymethylenehydrazinecarboxylate (85% pure) was admixed with 3.57 g of a 44% strength solution of methylamine (50 mmol) in methanol, and the mixture was stirred at room temperature for 3 days. Work-up and removal of the solvent gave 0.85 g (76%) of methyl N′-(methoxymethylaminomethylene)hydrazinecarboxylate in the form of an oil. Reported procedure: 8.7 g of 7-chloroacetylamino-3-methyl-3-cephem-4-carboxylic acid are suspended in a 100 ml of methylene dichloride and 7.4 ml of trimethylchlorosilane are added. Dry ammonia gas is then introduced until the temperature which has arisen begins to sink. After refluxing for a short time and cooling to -14°, 15.8 ml of N-ethyl-N-hexadecylaniline are added. 8 g of phosphorus pentachloride are then added in 3 portions so that the temperature does not rise above -10°. The reaction mixture is stirred fo... As a reaction SMILES: ClCC([NH:5][CH:6]1[C:17](=[O:18])[N:8]2[C:9]([C:14]([OH:16])=[O:15])=[C:10]([CH3:13])[CH2:11][S:12][C@H:7]12)=O.C[Si](C)(C)Cl.N.C(N(CCCCCCCCCCCCCCCC)C1C=CC=CC=1)C.P(Cl)(Cl)(Cl)(Cl)Cl>CO.C(Cl)Cl>[NH2:5][CH:6]1[C:17](=[O:18])[N:8]2[C:9]([C:14]([OH:16])=[O:15])=[C:10]([CH3:13])[CH2:11][S:12][C@H:7]12. Reaction conditions: time 30 minute. Reactants: ClCC(=O)NC1[C@@H]2N(C(=C(CS2)C)C(=O)O)C1=O (7-chloroacetylamino-3-methyl-3-cephem-4-carboxylic acid), P(Cl)(Cl)(Cl)(Cl)Cl (phosphorus pentachloride), C(C)N(C1=CC=CC=C1)CCCCCCCCCCCCCCCC (N-ethyl-N-hexadecylaniline), C[Si](Cl)(C)C (trimethylchlorosilane), N (ammonia), ice water. Run in C(Cl)Cl (methylene dichloride), CO (methanol). The product is NC1[C@@H]2N(C(=C(CS2)C)C(=O)O)C1=O (7-Amino-3-methyl-3-cephem-4-carboxylic acid). The yield is 91.2%. Product: ClC1=CC=C(CNC(CCCCN2C(=NC=C2)C)=O)C=C1 (N-(4-chlorobenzyl)-5-(2-methylimidazol-1-yl) valeramide). Procedure: In a similar manner to Example 70, 5-chloro-N-(4-chlorobenzyl)valeramide (10.3 g, prepared from 4-chlorobenzylamine and 5-chlorovaleryl chloride) and 2-methylimidazole (6.5 g) were reacted together to give N-(4-chlorobenzyl)-5-(2-methylimidazol-1-yl) valeramide, (6.5 g) , m.p. 72°-75° C. which was reduced with borane/THF (86 ml, 1M) to give N-(4-chlorobenzyl)-5-(2-methylimidazol-1-yl)pentylamine, b.p. 170°-185° C. (0.1 mmHg). RXN SMILES: Cl[CH2:2][CH2:3][CH2:4][CH2:5][C:6]([NH:8][CH2:9][C:10]1[CH:15]=[CH:14][C:13]([Cl:16])=[CH:12][CH:11]=1)=[O:7].[CH3:17][C:18]1[NH:19][CH:20]=[CH:21][N:22]=1>>[Cl:16][C:13]1[CH:14]=[CH:15][C:10]([CH2:9][NH:8][C:6](=[O:7])[CH2:5][CH2:4][CH2:3][CH2:2][N:19]2[CH:20]=[CH:21][N:22]=[C:18]2[CH3:17])=[CH:11][CH:12]=1. The yield is 53.7%. Reactants: ClCCCCC(=O)NCC1=CC=C(C=C1)Cl (5-chloro-N-(4-chlorobenzyl)valeramide), CC=1NC=CN1 (2-methylimidazole). The reactants are C(C)(C)(C)OC(=O)N[C@@H]1CC[C@H](CC1)NCC(=O)OCC=C (trans-4-t-butoxycarbonylaminocyclohexyl-(allyloxycarbonyl)methylamine), C(C)NCC (diethylamine). The reagents and catalysts are [Pd].C1(=CC=CC=C1)P(C1=CC=CC=C1)C1=CC=CC=C1.C1(=CC=CC=C1)P(C1=CC=CC=C1)C1=CC=CC=C1.C1(=CC=CC=C1)P(C1=CC=CC=C1)C1=CC=CC=C1.C1(=CC=CC=C1)P(C1=CC=CC=C1)C1=CC=CC=C1 (tetrakis(triphenylphosphine) palladium). Solvent: C1CCOC1 (THF). Run at time 5 minute. Yields the product C(C)(C)(C)OC(=O)N[C@@H]1CC[C@H](CC1)CN (trans-4-t-butoxycarbonylaminocyclohexylmethylamine). Yield: 67.9%. As a reaction SMILES: [C:1]([O:5][C:6]([NH:8][C@H:9]1[CH2:14][CH2:13][C@H:12](NCC(OCC=C)=O)[CH2:11][CH2:10]1)=[O:7])([CH3:4])([CH3:3])[CH3:2].[CH2:23]([NH:25]CC)C>[Pd].C1(P(C2C=CC=CC=2)C2C=CC=CC=2)C=CC=CC=1.C1(P(C2C=CC=CC=2)C2C=CC=CC=2)C=CC=CC=1.C1(P(C2C=CC=CC=2)C2C=CC=CC=2)C=CC=CC=1.C1(P(C2C=CC=CC=2)C2C=CC=CC=2)C=CC=CC=1.C1COCC1>[C:1]([O:5][C:6]([NH:8][C@H:9]1[CH2:10][CH2:11][C@H:12]([CH2:23][NH2:25])[CH2:13][CH2:14]1)=[O:7])([CH3:2])([CH3:3])[CH3:4] |f:2.3.4.5.6|. Procedure: To an Ar filled flask containing 5 g (4.33 mmol) of tetrakis(triphenylphosphine) palladium (Aldrich) and 15.92 g (50.96 mmol) of trans-4-t-butoxycarbonylaminocyclohexyl-(allyloxycarbonyl)methylamine was added 220 mL of dry THF. After the solids had dissolved, the solution was stirred for 5 min. and 50 mL (483 mmol) of diethylamine (Aldrich) was added in one portion. The solution was stirred at ambient temperature overnight. The solvents were removed by rotovap, and the residue partitioned betwee... The reactants are Cl.CC=1C=C2CCNCC2=CC1C1=NC(=NC(=C1)N1CCN(CC1)C)N (4-(6-methyl-1,2,3,4-tetrahydroisoquinolin-7-yl)-6-(4-methylpiperazin-1-yl)pyrimidin-2-amine HCl salt), C1(CCCCC1)N=C=O (cyclohexylisocyanate). The product is NC1=NC(=CC(=N1)C1=C(C=C2CCN(CC2=C1)C(=O)NC1CCCCC1)C)N1CCN(CC1)C (7-[2-Amino-6-(4-methylpiperazin-1-yl)pyrimidin-4-yl]-N-cyclohexyl-6-methyl-3,4-dihydroisoquinoline-2(1H)-carboxamide). Reaction SMILES: Cl.[CH3:2][C:3]1[CH:4]=[C:5]2[C:10](=[CH:11][C:12]=1[C:13]1[CH:18]=[C:17]([N:19]3[CH2:24][CH2:23][N:22]([CH3:25])[CH2:21][CH2:20]3)[N:16]=[C:15]([NH2:26])[N:14]=1)[CH2:9][NH:8][CH2:7][CH2:6]2.[CH:27]1([N:33]=[C:34]=[O:35])[CH2:32][CH2:31][CH2:30][CH2:29][CH2:28]1>>[NH2:26][C:15]1[N:14]=[C:13]([C:12]2[CH:11]=[C:10]3[C:5]([CH2:6][CH2:7][N:8]([C:34]([NH:33][CH:27]4[CH2:32][CH2:31][CH2:30][CH2:29][CH2:28]4)=[O:35])[CH2:9]3)=[CH:4][C:3]=2[CH3:2])[CH:18]=[C:17]([N:19]2[CH2:24][CH2:23][N:22]([CH3:25])[CH2:21][CH2:20]2)[N:16]=1 |f:0.1|. Procedure: This compound was prepared by using procedures analogous to those described for the synthesis of Example 77, Step 6 starting from 4-(6-methyl-1,2,3,4-tetrahydroisoquinolin-7-yl)-6-(4-methylpiperazin-1-yl)pyrimidin-2-amine HCl salt, and cyclohexylisocyanate. Analytic LCMS (M+H)+: m/z=464.2. Reactants: CC(=O)O[BH-](OC(C)=O)OC(C)=O, C=O, CCO, CCOC(C)=O, Cc1ccccc1, [Na+], [Na+], O=C([O-])O, CN(CCN1CCC(OC(=O)Nc2ccccc2-c2ccccc2)CC1)C(=O)CCCCCNc1cccc(C(=O)OC(C)(C)C)c1. Product: CN(CCN1CCC(OC(=O)Nc2ccccc2-c2ccccc2)CC1)C(=O)CCCCCN(C)c1cccc(C(=O)OC(C)(C)C)c1. RXN SMILES: [C:50]([O:51][BH-:52]([O:53][C:54](=[O:55])[CH3:56])[O:57][C:58](=[O:59])[CH3:60])(=[O:61])[CH3:62].[CH2:48]=[O:49].[CH3:69][CH2:70][OH:71].[CH3:72][CH2:73][O:74][C:75](=[O:76])[CH3:77].[CH3:78][c:79]1[cH:80][cH:81][cH:82][cH:83][cH:84]1.[Na+:63].[Na+:64].[OH:65][C:66](=[O:67])[O-:68].[c:1]1(-[c:42]2[cH:43][cH:44][cH:45][cH:46][cH:47]2)[c:2]([NH:7][C:8](=[O:9])[O:10][CH:11]2[CH2:12][CH2:13][N:14]([CH2:17][CH2:18][N:19]([C:20]([CH2:21][CH2:22][CH2:23][CH2:24][CH2:25][NH:26][c:27]3[cH:28][c:29]([C:30](=[O:31])[O:32][C:33]([CH3:34])([CH3:35])[CH3:36])[cH:37][cH:38][cH:39]3)=[O:40])[CH3:41])[CH2:15][CH2:16]2)[cH:3][cH:4][cH:5][cH:6]1>>[c:1]1(-[c:42]2[cH:43][cH:44][cH:45][cH:46][cH:47]2)[c:2]([NH:7][C:8](=[O:9])[O:10][CH:11]2[CH2:12][CH2:13][N:14]([CH2:17][CH2:18][N:19]([C:20]([CH2:21][CH2:22][CH2:23][CH2:24][CH2:25][N:26]([c:27]3[cH:28][c:29]([C:30](=[O:31])[O:32][C:33]([CH3:34])([CH3:35])[CH3:36])[cH:37][cH:38][cH:39]3)[CH3:50])=[O:40])[CH3:41])[CH2:15][CH2:16]2)[cH:3][cH:4][cH:5][cH:6]1. Reaction SMILES: CC1(C)C(C)(C)OB([C:9]2[CH2:18][CH2:17][C:12]3([O:16][CH2:15][CH2:14][O:13]3)[CH2:11][CH:10]=2)O1.Br[C:21]1[CH:26]=[CH:25][C:24]([CH2:27][C:28]#[N:29])=[CH:23][CH:22]=1.C([O-])([O-])=O.[Na+].[Na+]>O1CCOCC1.C1(P([Pd-4](P(C2C=CC=CC=2)(C2C=CC=CC=2)C2C=CC=CC=2)(P(C2C=CC=CC=2)(C2C=CC=CC=2)C2C=CC=CC=2)P(C2C=CC=CC=2)(C2C=CC=CC=2)C2C=CC=CC=2)(C2C=CC=CC=2)C2C=CC=CC=2)C=CC=CC=1>[O:13]1[C:12]2([CH2:17][CH2:18][C:9]([C:21]3[CH:26]=[CH:25][C:24]([CH2:27][C:28]#[N:29])=[CH:23][CH:22]=3)=[CH:10][CH2:11]2)[O:16][CH2:15][CH2:14]1 |f:2.3.4|. Reactants: CC1(OB(OC1(C)C)C1=CCC2(OCCO2)CC1)C (8-(4,4,5,5-tetramethyl-[1,3,2]dioxaborolan-2-yl)-1,4-dioxa-spiro[4.5]dec-7-ene), BrC1=CC=C(C=C1)CC#N (4-bromo-phenyl-acetonitrile), C(=O)([O-])[O-].[Na+].[Na+] (Na2CO3). Conditions: temperature 100 celsius. Solvent: O1CCOCC1 (1,4-dioxane). The reagents and catalysts are C1(=CC=CC=C1)P(C1=CC=CC=C1)(C1=CC=CC=C1)[Pd-4](P(C1=CC=CC=C1)(C1=CC=CC=C1)C1=CC=CC=C1)(P(C1=CC=CC=C1)(C1=CC=CC=C1)C1=CC=CC=C1)P(C1=CC=CC=C1)(C1=CC=CC=C1)C1=CC=CC=C1 (tetrakis(triphenylphosphino)-palladium(0)). The product is O1CCOC12CC=C(CC2)C2=CC=C(C=C2)CC#N ([4-(1,4-Dioxa-spiro[4.5]dec-7-en-8-yl)-phenyl]-acetonitrile). Reported procedure: A solution of 8-(4,4,5,5-tetramethyl-[1,3,2]dioxaborolan-2-yl)-1,4-dioxa-spiro[4.5]dec-7-ene (as prepared by PCT Int. Appl. WO2006064189, 1.81 g, 6.80 mmol), 4-bromo-phenyl-acetonitrile (Aldrich, 1.40 g, 7.10 mmol), and tetrakis(triphenylphosphino)-palladium(0) (Aldrich, 350 mg, 0.34 mmol) in 1,4-dioxane (20 mL), was treated with 2M aqueous Na2CO3 (7 mL, 14.0 mmol), bubbled with argon for a few minutes, and heated to 100° C. under reflux condenser for 24 h. After cooling to ambient temperature, ... Starting materials: OC1=CC=C(C=C1)SC=1C=CC(=C(C1)N(C(OC(C)(C)C)=O)C)[N+](=O)[O-] (t-butyl N-[5-(4-hydroxyphenylthio)-2-nitrophenyl]-N-methylcarbamate). The reagents and catalysts are [Pd] (palladium on carbon). The solvent is CO (methanol). Product: NC1=C(C=C(C=C1)SC1=CC=C(C=C1)O)N(C(OC(C)(C)C)=O)C (t-Butyl N-[2-amino-5-(4-hydroxyphenylthio)phenyl]-N-methylcarbamate). Isolated yield 90.7%. RXN SMILES: [OH:1][C:2]1[CH:7]=[CH:6][C:5]([S:8][C:9]2[CH:10]=[CH:11][C:12]([N+:24]([O-])=O)=[C:13]([N:15]([CH3:23])[C:16](=[O:22])[O:17][C:18]([CH3:21])([CH3:20])[CH3:19])[CH:14]=2)=[CH:4][CH:3]=1>[Pd].CO>[NH2:24][C:12]1[CH:11]=[CH:10][C:9]([S:8][C:5]2[CH:4]=[CH:3][C:2]([OH:1])=[CH:7][CH:6]=2)=[CH:14][C:13]=1[N:15]([CH3:23])[C:16](=[O:22])[O:17][C:18]([CH3:19])([CH3:20])[CH3:21]. Procedure: In a similar manner to that described in Reference Example 7, a reaction was carried out using t-butyl N-[5-(4-hydroxyphenylthio)-2-nitrophenyl]-N-methylcarbamate (2.84 g), palladium on carbon (10%, 1.52 g) and methanol (50 ml) and the reaction mixture was purified to give the title compound (2.37 g).